The task is: describe an organic reaction: reactants, conditions, products, and yield. This data is from the Open Reaction Database (ORD), a public repository of structured organic reaction records. Reactants: C=CC=C (butadiene), C(=C)C1=NC=CC=C1.C=CC=C.C=CC1=CC=CC=C1 (vinylpyridine styrene-butadiene), C=CC(=C)Cl (chloroprene), styrene-butadiene copolymer, ( 1 ), acrylonitrile-butadiene copolymer. Product: C=CC1=CC=CC=C1 (styrene), C=CC=C (butadiene), C(=C)C1=NC=CC=C1 (vinylpyridine). RXN SMILES: [CH:1]([C:3]1[CH:8]=[CH:7][CH:6]=[CH:5][N:4]=1)=[CH2:2].C=CC=C.[CH2:13]=[CH:14][C:15]1[CH:20]=[CH:19][CH:18]=[CH:17][CH:16]=1.C=CC(Cl)=C.C=CC=C>>[CH2:13]=[CH:14][C:15]1[CH:20]=[CH:19][CH:18]=[CH:17][CH:16]=1.[CH2:2]=[CH:1][CH:3]=[CH2:8].[CH:1]([C:3]1[CH:8]=[CH:7][CH:6]=[CH:5][N:4]=1)=[CH2:2] |f:0.1.2|. Reported procedure: The rubber latex used as component (1) in the present invention is selected from those which are generally used as a treating agent for rubber-reinforcing fibers. Examples of the rubber latex include vinylpyridine-styrene-butadiene terpolymer latex (to be referred to as "VP latex" hereinafter), styrene-butadiene copolymer latex (to be referred to as "SBR latex" hereinafter), acrylonitrile-butadiene copolymer latex, chloroprene latex and butadiene rubber latex. These latexes may be used alone or ... The reactants are CCOC(=O)c1cnc2c(cnn2Cc2ccco2)c1OCC, COCCOCCOC, CO, N, O, O=[Se]=O. The product is CCOC(=O)c1cnc2[nH]ncc2c1OCC. Reaction SMILES: [CH2:1]([CH3:2])[O:3][C:4](=[O:5])[c:6]1[c:7]([O:21][CH2:22][CH3:23])[c:8]2[c:9]([n:10][cH:11]1)[n:12]([CH2:15][c:16]1[o:17][cH:18][cH:19][cH:20]1)[n:13][cH:14]2.[CH3:29][O:30][CH2:31][CH2:32][O:33][CH2:34][CH2:35][O:36][CH3:37].[CH3:38][OH:39].[NH3:28].[OH2:27].[Se:24](=[O:25])=[O:26]>>[CH2:1]([CH3:2])[O:3][C:4](=[O:5])[c:6]1[c:7]([O:21][CH2:22][CH3:23])[c:8]2[c:9]([n:10][cH:11]1)[nH:12][n:13][cH:14]2.